Dataset: the Open Reaction Database (ORD), a public repository of structured organic reaction records. Task: describe an organic reaction: reactants, conditions, products, and yield Starting materials: FC=1C=C(C=C(C1B1OC(C(O1)(C)C)(C)C)F)C(C)O (1-(3,5-difluoro-4-(4,4,5,5-tetramethyl-1,3,2-dioxaborolan-2-yl)phenyl)ethanol), FC=1C=C(C=C(C1)F)C(C)(C)O (2-(3,5-difluorophenyl)propan-2-ol). The product is FC=1C=C(C=C(C1B1OC(C(O1)(C)C)(C)C)F)C(C)(C)O (2-(3,5-difluoro-4-(4,4,5,5-tetramethyl-1,3,2-dioxaborolan-2-yl)phenyl)propan-2-ol). RXN SMILES: [F:1][C:2]1[CH:3]=[C:4]([CH:18]([OH:20])[CH3:19])[CH:5]=[C:6]([F:17])[C:7]=1[B:8]1[O:12][C:11]([CH3:14])([CH3:13])[C:10]([CH3:16])([CH3:15])[O:9]1.F[C:22]1C=C(C(O)(C)C)C=C(F)C=1>>[F:17][C:6]1[CH:5]=[C:4]([C:18]([OH:20])([CH3:22])[CH3:19])[CH:3]=[C:2]([F:1])[C:7]=1[B:8]1[O:12][C:11]([CH3:13])([CH3:14])[C:10]([CH3:15])([CH3:16])[O:9]1. Procedure details: Following the procedure of Intermediate 106, replacing 1-(3,5-difluorophenyl)ethanol with 2-(3,5-difluorophenyl)propan-2-ol (see US2012/225062) provided the title compound.